Dataset: the Open Reaction Database (ORD), a public repository of structured organic reaction records. Task: describe an organic reaction: reactants, conditions, products, and yield The reactants are N#Cc1cccc(Br)c1, O=C=O, CC(C)(C)n1nc(C2CC(=O)C2)c2c1NC(=O)CC2c1cc(F)c(F)cc1F, C1CCOC1, CC(C)=O, [Li]CCCC. Product: CC(C)(C)n1nc(C2CC(O)(c3cccc(C#N)c3)C2)c2c1NC(=O)CC2c1cc(F)c(F)cc1F. Reaction SMILES: [Br:1][c:2]1[cH:3][c:4]([C:5]#[N:6])[cH:7][cH:8][cH:9]1.[C:14](=[O:15])=[O:16].[C:22]([CH3:23])([CH3:24])([CH3:25])[n:26]1[n:27][c:28]([CH:45]2[CH2:46][C:47](=[O:49])[CH2:48]2)[c:29]2[c:30]1[NH:31][C:32](=[O:44])[CH2:33][CH:34]2[c:35]1[c:36]([F:43])[cH:37][c:38]([F:42])[c:39]([F:41])[cH:40]1.[CH2:50]1[O:51][CH2:52][CH2:53][CH2:54]1.[CH3:10][C:11](=[O:12])[CH3:13].[CH3:17][CH2:18][CH2:19][CH2:20][Li:21]>>[c:2]1([C:47]2([OH:49])[CH2:46][CH:45]([c:28]3[n:27][n:26]([C:22]([CH3:23])([CH3:24])[CH3:25])[c:30]4[c:29]3[CH:34]([c:35]3[c:36]([F:43])[cH:37][c:38]([F:42])[c:39]([F:41])[cH:40]3)[CH2:33][C:32](=[O:44])[NH:31]4)[CH2:48]2)[cH:3][c:4]([C:5]#[N:6])[cH:7][cH:8][cH:9]1. Reported procedure: 16.6 g (0.1 mol) of this m-nitrobenzaldoxime, 22 g (0.5 mol) of a solid CO2, 1 g of Raney nickel catalyst and 150 ml of methanol were charged into an autoclave and hydrogen was charged while maintaining the pressure at 20 to 30 Kg/cm2 ·G. Reaction was continued at temperatures of 20° to 25° C. for 8 hours under stirring. Thereafter, the resulting mixture was filtered to remove the catalyst, added with 6 g (0.15 mol) of sodium hydroxide and was subject to distillation. 10.6 g of m-aminobenzylamin... Run in CO (methanol). Reagents/catalysts: [Ni] (Raney nickel). Reaction conditions: time 8 hour. Starting materials: [N+](=O)([O-])C=1C=C(C=NO)C=CC1 (m-nitrobenzaldoxime), solid, C(=O)=O (CO2), [H][H] (hydrogen), [OH-].[Na+] (sodium hydroxide). The product is NC=1C=C(CN)C=CC1 (m-aminobenzylamine). Isolated yield 86.8%. Reaction SMILES: [N+:1]([C:4]1[CH:5]=[C:6]([CH:10]=[CH:11][CH:12]=1)[CH:7]=[N:8]O)([O-])=O.C(=O)=O.[H][H].[OH-].[Na+]>[Ni].CO>[NH2:1][C:4]1[CH:5]=[C:6]([CH:10]=[CH:11][CH:12]=1)[CH2:7][NH2:8] |f:3.4|. Starting materials: C12OC(C3OC(CC(C1)O3)C2)=O (2,5,11-trioxatricyclo[4,3,1,14,8 ] undecan-3-one), [BH4-].[Na+] (sodium borohydride). Reagents/catalysts: C(C)(=O)O (acetic acid). Run in O (water), C(C)O (ethanol). Reaction conditions: time 2 hour. The product is OCC1OC2CC(CC(O1)C2)O (3-hydroxymethyl-2,4-dioxabicyclo[3,3,1]nonan-7-ol). RXN SMILES: [CH:1]12[CH2:11][CH:6]3[CH2:7][CH:8]([O:10][CH:4]([O:5]3)[C:3](=[O:12])[O:2]1)[CH2:9]2.[BH4-].[Na+]>C(O)C.O.C(O)(=O)C>[OH:12][CH2:3][CH:4]1[O:10][CH:8]2[CH2:7][CH:6]([CH2:11][CH:1]([OH:2])[CH2:9]2)[O:5]1 |f:1.2|. Procedure: A solution of 340 mg of 2,5,11-trioxatricyclo[4,3,1,14,8 ] undecan-3-one of the formula Ia in 10 ml of absolute ethanol is treated at room temperature with 150 mg of sodium borohydride and the mixture is stirred for 2 hours. The reaction mixture is diluted with 10 ml of water, the pH adjusted to 8 with a few drops of glacial acetic acid and the resulting solution is concentrated under reduced pressure to about 3 ml. The concentrate is extracted three times with altogether 100 ml of methylene chl... Starting materials: ClC1=NC=CC(=N1)N (2-Chloropyrimidin-4-amine), [H-].[Na+] (sodium hydride), ClC=1SC(=CN1)C#N (2-chloro-1,3-thiazole-5-carbonitrile), [H-].[Na+] (sodium hydride). The solvent is C1CCOC1 (THF). Reaction conditions: time 20 minute. Product: ClC1=NC=CC(=N1)NC=1SC(=CN1)C#N (2-[(2-Chloropyrimidin-4-yl)amino]-1,3-thiazole-5-carbonitrile). As a reaction SMILES: [Cl:1][C:2]1[N:7]=[C:6]([NH2:8])[CH:5]=[CH:4][N:3]=1.[H-].[Na+].Cl[C:12]1[S:13][C:14]([C:17]#[N:18])=[CH:15][N:16]=1>C1COCC1>[Cl:1][C:2]1[N:7]=[C:6]([NH:8][C:12]2[S:13][C:14]([C:17]#[N:18])=[CH:15][N:16]=2)[CH:5]=[CH:4][N:3]=1 |f:1.2|. Procedure: 2-Chloropyrimidin-4-amine 49-1 (0.30 g, 2.32 mmol) and sodium hydride (0.093 g, 2.32 mmol) were suspended in dry THF and stirred for 20 minutes before adding 2-chloro-1,3-thiazole-5-carbonitrile 2-2 (0.33 g, 2.32 mmol) and more sodium hydride (0.093 g, 2.32 mmol) simultaneously. This was refluxed for 1.5 hour and then quenched with methanol and water, and concentrated to dryness. The residue was partitioned between DCM, MeOH, and water. The aqueous layer was evaporated to dryness and then purifi... The product is BrC=1SC=C(N1)C(N)=O (2-bromo-4-carbamoylthiazole). Starting materials: N (ammonia), BrC=1SC=C(N1)C(=O)OCC (2-bromo-4-ethoxycarbonylthiazole). Reaction SMILES: [NH3:1].[Br:2][C:3]1[S:4][CH:5]=[C:6]([C:8]([O:10]CC)=O)[N:7]=1>C1COCC1>[Br:2][C:3]1[S:4][CH:5]=[C:6]([C:8](=[O:10])[NH2:1])[N:7]=1. Reported procedure: THF (10 ml) and 20 ml of 30% aqueous ammonia were added to 1.51 g of 2-bromo-4-ethoxycarbonylthiazole, and the mixture was stirred at room temperature for 3 days. The reaction solution was concentrated to give 1.31 g of 2-bromo-4-carbamoylthiazole. Reaction conditions: time 3 day. Run in C1CCOC1 (THF). The reactants are C1COCCO1, [K+], CCOC(=O)c1sc2nc(-c3ccccc3)nc(-c3cccc(N)c3)c2c1N, [OH-], O. The product is Nc1cccc(-c2nc(-c3ccccc3)nc3sc(C(=O)O)c(N)c23)c1. RXN SMILES: [CH2:31]1[O:32][CH2:33][CH2:34][O:35][CH2:36]1.[K+:2].[NH2:3][c:4]1[c:5]([C:26](=[O:27])[O:28][CH2:29][CH3:30])[s:6][c:7]2[n:8][c:9](-[c:20]3[cH:21][cH:22][cH:23][cH:24][cH:25]3)[n:10][c:11](-[c:13]3[cH:14][c:15]([NH2:19])[cH:16][cH:17][cH:18]3)[c:12]12.[OH-:1].[OH2:37]>>[NH2:3][c:4]1[c:5]([C:26](=[O:27])[OH:28])[s:6][c:7]2[n:8][c:9](-[c:20]3[cH:21][cH:22][cH:23][cH:24][cH:25]3)[n:10][c:11](-[c:13]3[cH:14][c:15]([NH2:19])[cH:16][cH:17][cH:18]3)[c:12]12. The reactants are OC1=CC2=C(C(CO2)CC(=O)O)C=C1 ((6-hydroxy-2,3-dihydro-1-benzofuran-3-yl)acetic acid), C1(=CC=CC=C1)[C@@H](CC)N ((R)-1-phenylpropylamine). Solvent: CO (methanol). Yields the product C1(=CC=CC=C1)[C@@H](CC)N.OC1=CC2=C([C@@H](CO2)CC(=O)O)C=C1 ([(3S)-6-hydroxy-2,3-dihydro-1-benzofuran-3-yl]acetic acid (R)-1-phenylpropylamine salt). As a reaction SMILES: [OH:1][C:2]1[CH:14]=[CH:13][C:5]2[CH:6]([CH2:9][C:10]([OH:12])=[O:11])[CH2:7][O:8][C:4]=2[CH:3]=1.[C:15]1([C@H:21]([NH2:24])[CH2:22][CH3:23])[CH:20]=[CH:19][CH:18]=[CH:17][CH:16]=1>CO>[C:15]1([C@H:21]([NH2:24])[CH2:22][CH3:23])[CH:20]=[CH:19][CH:18]=[CH:17][CH:16]=1.[OH:1][C:2]1[CH:14]=[CH:13][C:5]2[C@H:6]([CH2:9][C:10]([OH:12])=[O:11])[CH2:7][O:8][C:4]=2[CH:3]=1 |f:3.4|. Procedure: A racemate (19 mg, 0.1 mmol) of (6-hydroxy-2,3-dihydro-1-benzofuran-3-yl)acetic acid was charged, methanol was added, and the racemate was dissolved. The solution and ((R)-1-phenylpropylamine (13.5 mg, 0.1 mmol) were mixed and stood. The precipitated crystals were collected by filtration to give the title compound. 5.1% de RXN SMILES: [CH2:23]([Al+:24][CH2:25][CH:26]([CH3:27])[CH3:28])[CH:29]([CH3:30])[CH3:31].[CH2:41]([Cl:42])[Cl:43].[CH3:1][O:2][C:3](=[O:4])[c:5]1[c:6]2[c:11]([cH:12][cH:13][cH:14]1)[O:10][CH2:9][CH:8]([N:15]([CH2:16][CH2:17][CH3:18])[CH:19]([CH3:20])[CH3:21])[CH2:7]2.[CH3:44][CH2:45][CH2:46][CH2:47][CH2:48][CH3:49].[H-:22].[K+:33].[Na+:34].[Na+:35].[O-:36][S:37]([O-:38])(=[O:39])=[O:40].[OH-:32]>>[O:2]=[CH:3][c:5]1[c:6]2[c:11]([cH:12][cH:13][cH:14]1)[O:10][CH2:9][CH:8]([N:15]([CH2:16][CH2:17][CH3:18])[CH:19]([CH3:20])[CH3:21])[CH2:7]2. The reactants are CC(C)C[Al+]CC(C)C, ClCCl, CCCN(C(C)C)C1COc2cccc(C(=O)OC)c2C1, CCCCCC, [H-], [K+], [Na+], [Na+], O=S(=O)([O-])[O-], [OH-]. Product: CCCN(C(C)C)C1COc2cccc(C=O)c2C1. The reactants are CC(=O)[O-], C=Cc1c(NS(C)(=O)=O)cccc1N(Cc1ccccc1)Cc1ccccc1, COCCOC, [Na+], O, O, O, O, Cc1ccc(S(=O)(=O)NN)cc1. Yields the product CCc1c(NS(C)(=O)=O)cccc1N(Cc1ccccc1)Cc1ccccc1. Reaction SMILES: [C:44]([O-:45])(=[O:46])[CH3:47].[CH2:1]([c:2]1[cH:3][cH:4][cH:5][cH:6][cH:7]1)[N:8]([c:9]1[c:10]([CH:20]=[CH2:21])[c:11]([NH:15][S:16](=[O:17])(=[O:18])[CH3:19])[cH:12][cH:13][cH:14]1)[CH2:22][c:23]1[cH:24][cH:25][cH:26][cH:27][cH:28]1.[CH3:49][O:50][CH2:51][CH2:52][O:53][CH3:54].[Na+:48].[OH2:41].[OH2:42].[OH2:43].[OH2:55].[c:29]1([CH3:30])[cH:31][cH:32][c:33]([S:34]([NH:35][NH2:36])(=[O:37])=[O:38])[cH:39][cH:40]1>>[CH2:1]([c:2]1[cH:3][cH:4][cH:5][cH:6][cH:7]1)[N:8]([c:9]1[c:10]([CH2:20][CH3:21])[c:11]([NH:15][S:16](=[O:17])(=[O:18])[CH3:19])[cH:12][cH:13][cH:14]1)[CH2:22][c:23]1[cH:24][cH:25][cH:26][cH:27][cH:28]1. Starting materials: OB(O)c1cccnc1F, O=S(=O)(OC1=CCSCC1)C(F)(F)F, [Na+], [Na+], O=C([O-])[O-], C1COCCO1, O, O. The product is Fc1ncccc1C1=CCSCC1. RXN SMILES: [F:15][c:16]1[n:17][cH:18][cH:19][cH:20][c:21]1[B:22]([OH:23])[OH:24].[F:1][C:2]([F:3])([F:4])[S:5]([O:6][C:7]1=[CH:12][CH2:11][S:10][CH2:9][CH2:8]1)(=[O:13])=[O:14].[Na+:25].[Na+:26].[O-:27][C:28](=[O:29])[O-:30].[O:31]1[CH2:32][CH2:33][O:34][CH2:35][CH2:36]1.[OH2:37].[OH2:38]>>[C:7]1([c:21]2[c:16]([F:15])[n:17][cH:18][cH:19][cH:20]2)=[CH:12][CH2:11][S:10][CH2:9][CH2:8]1.